This data is from the Open Reaction Database (ORD), a public repository of structured organic reaction records. The task is: describe an organic reaction: reactants, conditions, products, and yield Starting materials: BrC=1C=CC(NC1)=O (5-bromo-2(1H)-pyridone), [H-].[Na+] (sodium hydride), BrC(C(=O)OCC)C (Ethyl 2-bromopropionate), ice HCl. The solvent is CN(C)C=O (DMF). Run at temperature 0 celsius, time 45 minute. Yields the product oil, BrC=1C=CC(N(C1)C(C(=O)OCC)C)=O (Ethyl 2-(5-bromo-2-oxopyridin-1(2H)-yl)propanoate). Yield: 73.0%. As a reaction SMILES: [Br:1][C:2]1[CH:3]=[CH:4][C:5](=[O:8])[NH:6][CH:7]=1.[H-].[Na+].Br[CH:12]([CH3:18])[C:13]([O:15][CH2:16][CH3:17])=[O:14]>CN(C=O)C>[Br:1][C:2]1[CH:3]=[CH:4][C:5](=[O:8])[N:6]([CH:12]([CH3:18])[C:13]([O:15][CH2:16][CH3:17])=[O:14])[CH:7]=1 |f:1.2|. Procedure: To a solution of 5-bromo-2(1H)-pyridone (7.8 g, 45 mmol) in 80 mL of DMF at 0° C. was added sodium hydride (60% dispersion in mineral oil, 2.1 g, 90 mmol). The mixture was stirred at 0° C. for 45 minutes. Ethyl 2-bromopropionate (9.7 g, 54 mmol) was then added via a syringe. The reaction was warmed up to rt and let stir for 16 hours. The reaction mixture was then poured into an ice-HCl (2N) solution until pH˜2. The aqueous mixture was extracted with 2×100 mL of EtOAc. The combined organic phases... Starting materials: O=Cc1cc(Br)ccc1F, CCOc1ccc(OB(O)O)cc1, Cc1ccccc1, COCCOC, [Na+], [Na+], O=C([O-])[O-]. The product is CCOc1ccc(-c2ccc(F)c(C=O)c2)cc1. Reaction SMILES: [Br:1][c:2]1[cH:3][cH:4][c:5]([F:10])[c:6]([CH:7]=[O:8])[cH:9]1.[CH2:11]([CH3:12])[O:13][c:14]1[cH:15][cH:16][c:17]([O:20][B:21]([OH:22])[OH:23])[cH:18][cH:19]1.[CH3:30][c:31]1[cH:32][cH:33][cH:34][cH:35][cH:36]1.[CH3:37][O:38][CH2:39][CH2:40][O:41][CH3:42].[Na+:24].[Na+:25].[O-:26][C:27](=[O:28])[O-:29]>>[c:2]1(-[c:17]2[cH:16][cH:15][c:14]([O:13][CH2:11][CH3:12])[cH:19][cH:18]2)[cH:3][cH:4][c:5]([F:10])[c:6]([CH:7]=[O:8])[cH:9]1. Reactants: OC1=C(C=O)C=CC=C1 (2-hydroxybenzaldehyde), Al2O3 KF, BrC1=CC(=C(C=C1)F)[N+](=O)[O-] (4-bromo-1-fluoro-2-nitrobenzene). The solvent is CN(C)C=O (DMF), CN(C)C=O (DMF). Reaction conditions: temperature 120 celsius, time 3 hour. Yields the product BrC1=CC(=C(OC2=C(C=O)C=CC=C2)C=C1)[N+](=O)[O-] (2-(4-bromo-2-nitrophenoxy)benzaldehyde). Isolated yield 59.2%. Reaction SMILES: [OH:1][C:2]1[CH:9]=[CH:8][CH:7]=[CH:6][C:3]=1[CH:4]=[O:5].[Br:10][C:11]1[CH:16]=[CH:15][C:14](F)=[C:13]([N+:18]([O-:20])=[O:19])[CH:12]=1>CN(C=O)C>[Br:10][C:11]1[CH:16]=[CH:15][C:14]([O:1][C:2]2[CH:9]=[CH:8][CH:7]=[CH:6][C:3]=2[CH:4]=[O:5])=[C:13]([N+:18]([O-:20])=[O:19])[CH:12]=1. Procedure: A mixture of 2-hydroxybenzaldehyde (16.7 g) and Al2O3 /KF (65.5 g) in DMF was heated to 120° C. under a N2 atmosphere and 4-bromo-1-fluoro-2-nitrobenzene (30 g) in DMF was added. The mixture was stirred at 120° C. for 3 hours. The precipitate was filtered off and the filtrate evaporated. The residue was purified by open column chromatography over silica gel (eluent 1: hexane/CH2Cl2 /AcOEt 8/1/1; eluent 2: CH2Cl2 /2-propanone 9/1) and the pure fractions were collected, yielding 26 g (59%) of 2-(4... Starting materials: CC(=O)Oc1cc(C)c(OC(C)=O)c2ccccc12, O=C([O-])[O-], CO, Cl, [K+], [K+], O. The product is CC(=O)Oc1c(C)cc(O)c2ccccc12. RXN SMILES: [C:1]([CH3:2])(=[O:3])[O:4][c:5]1[c:6]([CH3:19])[cH:7][c:8]([O:15][C:16](=[O:17])[CH3:18])[c:9]2[cH:10][cH:11][cH:12][cH:13][c:14]12.[C:20](=[O:21])([O-:22])[O-:23].[CH3:28][OH:29].[ClH:27].[K+:24].[K+:25].[OH2:26]>>[C:1]([CH3:2])(=[O:3])[O:4][c:5]1[c:6]([CH3:19])[cH:7][c:8]([OH:15])[c:9]2[cH:10][cH:11][cH:12][cH:13][c:14]12. Starting materials: CN(C)C=O, CI, CSc1ncc(-c2ccccc2C)c(C(=O)NCc2cc(Cl)cc(Cl)c2)n1, ClCCl, O. Yields the product CSc1ncc(-c2ccccc2C)c(C(=O)N(C)Cc2cc(Cl)cc(Cl)c2)n1. RXN SMILES: [CH3:28][N:29]([CH3:30])[CH:31]=[O:32].[CH3:33][I:34].[Cl:1][c:2]1[cH:3][c:4]([CH2:5][NH:6][C:7](=[O:8])[c:9]2[n:10][c:11]([S:22][CH3:23])[n:12][cH:13][c:14]2-[c:15]2[c:16]([CH3:21])[cH:17][cH:18][cH:19][cH:20]2)[cH:24][c:25]([Cl:27])[cH:26]1.[Cl:36][CH2:37][Cl:38].[OH2:35]>>[Cl:1][c:2]1[cH:3][c:4]([CH2:5][N:6]([C:7](=[O:8])[c:9]2[n:10][c:11]([S:22][CH3:23])[n:12][cH:13][c:14]2-[c:15]2[c:16]([CH3:21])[cH:17][cH:18][cH:19][cH:20]2)[CH3:28])[cH:24][c:25]([Cl:27])[cH:26]1. The reactants are CC1CN(C(c2ccccc2)c2ccc(Br)cc2)CCN1CC(=O)OC(C)(C)C, CCCC[N+](CCCC)(CCCC)CCCC, [F-], O, O, O, Cl[Pd]Cl, C#Cc1ccccc1, c1ccc(P(c2ccccc2)c2ccccc2)cc1, c1ccc(P(c2ccccc2)c2ccccc2)cc1. Product: CC1CN(C(c2ccccc2)c2ccc(C#Cc3ccccc3)cc2)CCN1CC(=O)OC(C)(C)C. Reaction SMILES: [Br:1][c:2]1[cH:3][cH:4][c:5]([CH:8]([N:9]2[CH2:10][CH:11]([CH3:23])[N:12]([CH2:15][C:16](=[O:17])[O:18][C:19]([CH3:20])([CH3:21])[CH3:22])[CH2:13][CH2:14]2)[c:24]2[cH:25][cH:26][cH:27][cH:28][cH:29]2)[cH:6][cH:7]1.[CH2:42]([N+:43]([CH2:44][CH2:45][CH2:46][CH3:47])([CH2:48][CH2:49][CH2:50][CH3:51])[CH2:52][CH2:53][CH2:54][CH3:55])[CH2:56][CH2:57][CH3:58].[F-:41].[OH2:38].[OH2:39].[OH2:40].[Pd:59]([Cl:60])[Cl:61].[c:30]1([C:36]#[CH:37])[cH:31][cH:32][cH:33][cH:34][cH:35]1.[c:62]1([P:63]([c:64]2[cH:65][cH:66][cH:67][cH:68][cH:69]2)[c:70]2[cH:71][cH:72][cH:73][cH:74][cH:75]2)[cH:76][cH:77][cH:78][cH:79][cH:80]1.[c:81]1([P:82]([c:83]2[cH:84][cH:85][cH:86][cH:87][cH:88]2)[c:89]2[cH:90][cH:91][cH:92][cH:93][cH:94]2)[cH:95][cH:96][cH:97][cH:98][cH:99]1>>[c:2]1([C:37]#[C:36][c:30]2[cH:31][cH:32][cH:33][cH:34][cH:35]2)[cH:3][cH:4][c:5]([CH:8]([N:9]2[CH2:10][CH:11]([CH3:23])[N:12]([CH2:15][C:16](=[O:17])[O:18][C:19]([CH3:20])([CH3:21])[CH3:22])[CH2:13][CH2:14]2)[c:24]2[cH:25][cH:26][cH:27][cH:28][cH:29]2)[cH:6][cH:7]1.